Dataset: the Open Reaction Database (ORD), a public repository of structured organic reaction records. Task: describe an organic reaction: reactants, conditions, products, and yield The reactants are BrC1=CC(N(C=C1)C=1C=CC=2N(C1)C(=C(N2)C2CC2)C)=O (4-bromo-1-(2-cyclopropyl-3-methylimidazo[1,2-a]pyridin-6-yl)pyridin-2(1H)-one), FC(C1=CC=C(O1)CO)(F)F ((5-(trifluoromethyl)furan-2-yl)methanol), CC(C)([O-])C.[K+] (potassium tert-butoxide). Run in C1(=CC=CC=C1)C (toluene). Run at temperature 100 celsius, time 1 hour. Product: C1(CC1)C=1N=C2N(C=C(C=C2)N2C(C=C(C=C2)OCC=2OC(=CC2)C(F)(F)F)=O)C1C (1-(2-Cyclopropyl-3-methylimidazo[1,2-a]pyridin-6-yl)-4-((5-(trifluoromethyl)-2-furyl)methoxy)pyridin-2(1H)-one). Isolated yield 50.1%. As a reaction SMILES: Br[C:2]1[CH:7]=[CH:6][N:5]([C:8]2[CH:9]=[CH:10][C:11]3[N:12]([C:14]([CH3:20])=[C:15]([CH:17]4[CH2:19][CH2:18]4)[N:16]=3)[CH:13]=2)[C:4](=[O:21])[CH:3]=1.[F:22][C:23]([F:32])([F:31])[C:24]1[O:28][C:27]([CH2:29][OH:30])=[CH:26][CH:25]=1.CC(C)([O-])C.[K+]>C1(C)C=CC=CC=1>[CH:17]1([C:15]2[N:16]=[C:11]3[CH:10]=[CH:9][C:8]([N:5]4[CH:6]=[CH:7][C:2]([O:30][CH2:29][C:27]5[O:28][C:24]([C:23]([F:32])([F:22])[F:31])=[CH:25][CH:26]=5)=[CH:3][C:4]4=[O:21])=[CH:13][N:12]3[C:14]=2[CH3:20])[CH2:19][CH2:18]1 |f:2.3|. Reported procedure: To a suspension of 4-bromo-1-(2-cyclopropyl-3-methylimidazo[1,2-a]pyridin-6-yl)pyridin-2(1H)-one (120 mg) and (5-(trifluoromethyl)furan-2-yl)methanol (87 mg) in toluene (2 ml) was added potassium tert-butoxide (117 mg) at room temperature, and the mixture was stirred at 100° C. for 1 h. The mixture was quenched with water, and the precipitate was collected by filtration and washed with IPE to give the title compound (75 mg) as a yellow solid. Starting materials: [Al+3].[Cl-].[Cl-].[Cl-] (AlCl3), C(C)(C)C1C(C(C2=CC(=CC=C12)C)(C)C)C (1-isopropyl-2,3,3,5-tetramethyl indan), C(C)(=O)Cl (acetyl chloride). Run in [N+](=O)([O-])C (nitromethane). Run at time 30 minute. The product is C(C)(=O)C1=C(C=C2C(C(C(C2=C1)C(C)C)C)(C)C)C (6-acetyl-1-isopropyl-2,3,3,5-tetramethyl indan). Yield: 95.0%. Reaction SMILES: [Al+3].[Cl-].[Cl-].[Cl-].[CH:5]([CH:8]1[C:16]2[C:11](=[CH:12][C:13]([CH3:17])=[CH:14][CH:15]=2)[C:10]([CH3:19])([CH3:18])[CH:9]1[CH3:20])([CH3:7])[CH3:6].[C:21](Cl)(=[O:23])[CH3:22]>[N+](C)([O-])=O>[C:21]([C:14]1[CH:15]=[C:16]2[C:11]([C:10]([CH3:19])([CH3:18])[CH:9]([CH3:20])[CH:8]2[CH:5]([CH3:7])[CH3:6])=[CH:12][C:13]=1[CH3:17])(=[O:23])[CH3:22] |f:0.1.2.3|. Reported procedure: At 0°-5° C. a solution of 4 g AlCl3 in 50 ml nitromethane is added to a mixture of 6 g 1-isopropyl-2,3,3,5-tetramethyl indan (obtained according to example I or II) and 25 g acetyl chloride. Then the reaction mixture is stirred at room temperature during 30 min. and poured out into ice and extracted three times with ether. The solution in ether is washed neutral, dried and evaporated. The residue is distilled under diminished pressure to obtain 6-acetyl-1-isopropyl-2,3,3,5-tetramethyl indan in a... The reactants are COC(C1=CC(=NC(=C1)C(F)F)Cl)=O (2-chloro-6-difluoromethyl-isonicotinic acid methyl ester), C1(=CC=CC=C1)P(C1=C(C2=CC=CC=C2C=C1)C1=C(C=CC2=CC=CC=C12)P(C1=CC=CC=C1)C1=CC=CC=C1)C1=CC=CC=C1 (racemic 2,2′-bis(diphenylphosphino)-1,1′-binaphthyl), C([O-])([O-])=O.[Cs+].[Cs+] (cesium carbonate), [C@H](C)(CC)N ((S)-(+)-sec-butylamine). The reagents and catalysts are C(C)(=O)[O-].[Pd+2].C(C)(=O)[O-] (palladium (II) acetate). Solvent: C1(=CC=CC=C1)C (toluene), C(C)OCC (diethyl ether). Yields the product COC(C1=CC(=NC(=C1)C(F)F)N[C@@H](C)CC)=O ((S)-2-sec-Butylamino-6-difluoromethyl-isonicotinic acid methyl ester). Isolated yield 60.0%. As a reaction SMILES: [CH3:1][O:2][C:3](=[O:14])[C:4]1[CH:9]=[C:8]([CH:10]([F:12])[F:11])[N:7]=[C:6](Cl)[CH:5]=1.C1(P(C2C=CC=CC=2)C2C=CC3C(=CC=CC=3)C=2C2C3C(=CC=CC=3)C=CC=2P(C2C=CC=CC=2)C2C=CC=CC=2)C=CC=CC=1.C(=O)([O-])[O-].[Cs+].[Cs+].[C@@H:67]([NH2:71])([CH2:69][CH3:70])[CH3:68]>C1(C)C=CC=CC=1.C(OCC)C.C([O-])(=O)C.[Pd+2].C([O-])(=O)C>[CH3:1][O:2][C:3](=[O:14])[C:4]1[CH:9]=[C:8]([CH:10]([F:12])[F:11])[N:7]=[C:6]([NH:71][C@H:67]([CH2:69][CH3:70])[CH3:68])[CH:5]=1 |f:2.3.4,8.9.10|. Reported procedure: Dissolve 2-chloro-6-difluoromethyl-isonicotinic acid methyl ester (200 mg, 0.9 mmol), palladium (II) acetate (20.0 mg, 0.09 mmol), racemic 2,2′-bis(diphenylphosphino)-1,1′-binaphthyl (56 mg, 0.09 mmol) and cesium carbonate (438 mg, 1.35 mmol) in toluene (3 mL) in a previously degassed sealed vessel. Flush the mixture with nitrogen gas. Add (S)-(+)-sec-butylamine (0.108 mL, 1.08 mmol) to the solution under nitrogen and heat the sealed mixture overnight at 100° C. Cool the reaction to room tempera... Reactants: NC1=CC=C(C=C1)N1CCOCC1 (N-(4-aminophenyl)morpholine), OC=C1C(NC2=CC=C(C=C12)C(=O)C=1C=C(C=CC1)NC(C)=O)=O (N-[3-(3-Hydroxymethylene-2-oxo-2,3-dihydro-1H-indole-5-carbonyl)-phenyl]-acetamide). Run in C1CCOC1 (THF), Hexanes. Conditions: temperature 65 celsius, time 24 hour. Yields the product N1(CCOCC1)C1=CC=C(C=C1)NC=C1C(NC2=CC=C(C=C12)C(=O)C=1C=C(C=CC1)NC(C)=O)=O (N-(3-{3-[(4-Morpholin-4-yl-phenylamino)-methylene]-2-oxo-2,3-dihydro-1H-indole-5-carbonyl}-phenyl)-acetamide). The yield is 68.9%. RXN SMILES: O[CH:2]=[C:3]1[C:11]2[C:6](=[CH:7][CH:8]=[C:9]([C:12]([C:14]3[CH:15]=[C:16]([NH:20][C:21](=[O:23])[CH3:22])[CH:17]=[CH:18][CH:19]=3)=[O:13])[CH:10]=2)[NH:5][C:4]1=[O:24].[NH2:25][C:26]1[CH:31]=[CH:30][C:29]([N:32]2[CH2:37][CH2:36][O:35][CH2:34][CH2:33]2)=[CH:28][CH:27]=1>C1COCC1>[N:32]1([C:29]2[CH:28]=[CH:27][C:26]([NH:25][CH:2]=[C:3]3[C:11]4[C:6](=[CH:7][CH:8]=[C:9]([C:12]([C:14]5[CH:15]=[C:16]([NH:20][C:21](=[O:23])[CH3:22])[CH:17]=[CH:18][CH:19]=5)=[O:13])[CH:10]=4)[NH:5][C:4]3=[O:24])=[CH:31][CH:30]=2)[CH2:33][CH2:34][O:35][CH2:36][CH2:37]1. Procedure: A small screw cap test tube was charged with N-[3-(3-Hydroxymethylene-2-oxo-2,3-dihydro-1H-indole-5-carbonyl)-phenyl]-acetamide (prepared below, 52 mg, 0.161 mmol) and THF (2 mL). To the resulting solution was added N-(4-aminophenyl)morpholine (43 mg, 0.242 mmol), and the mixture was stirred for 24 h at 65° C. Subsequently, the reaction mixture was cooled to room temperature. Hexanes were added to the reaction mixture. The solid precipitate that formed was washed with ˜1 mL of i-prOH yielding 69... Starting materials: O=S1(OC2=C(C=C1C)C=CC=C2S(=O)(=O)N)=O (2,2-dioxo-3-methyl-1,2-benzoxathiin-8-yl sulfonamide), N12CCCCCC2=NCCC1 (1,8-diazabicyclo[5.4.0]undec-7-ene), COC1=NC(=NC(=N1)C)N(C([O-])=O)C1=CC=CC=C1 (N-(4-methoxy-6-methyl-1,3,5-triazin-2-yl)phenylcarbamate). Run in O1CCOCC1 (dioxan), C(C)#N (acetonitrile). Conditions: time 1 hour. Product: O=S1(OC2=C(C=C1C)C=CC=C2S(=O)(=O)NC(=O)NC2=NC(=NC(=N2)OC)C)=O (N-(2,2-dioxo-3-methyl-1,2-benzoxathiin-8-ylsulfonyl)-N'-(4-methoxy-6-methyl-1,3,5-triazin-2-yl)urea). The yield is 97.1%. Reaction SMILES: [O:1]=[S:2]1(=[O:17])[C:7]([CH3:8])=[CH:6][C:5]2[CH:9]=[CH:10][CH:11]=[C:12]([S:13]([NH2:16])(=[O:15])=[O:14])[C:4]=2[O:3]1.N12CCCN=C1CCCCC2.[CH3:29][O:30][C:31]1[N:36]=[C:35]([CH3:37])[N:34]=[C:33]([N:38](C2C=CC=CC=2)[C:39](=O)[O-:40])[N:32]=1>O1CCOCC1.C(#N)C>[O:17]=[S:2]1(=[O:1])[C:7]([CH3:8])=[CH:6][C:5]2[CH:9]=[CH:10][CH:11]=[C:12]([S:13]([NH:16][C:39]([NH:38][C:33]3[N:32]=[C:31]([O:30][CH3:29])[N:36]=[C:35]([CH3:37])[N:34]=3)=[O:40])(=[O:14])=[O:15])[C:4]=2[O:3]1. Procedure: A mixture of 3.3 g of 2,2-dioxo-3-methyl-1,2-benzoxathiin-8-yl sulfonamide, 1.90 ml of 1,8-diazabicyclo[5.4.0]undec-7-ene, 3.28 g of N-(4-methoxy-6-methyl-1,3,5-triazin-2-yl)phenylcarbamate in a mixture of 25 ml of dioxan and 10 ml of acetonitrile is stirred at 20° C. to 25° C. for 1 hour. The solvents are evaporated and the residue is triturated with a mixture of 7 ml of 2N hydrochloric acid and 10 ml of water and then with 20 ml of ether. The precipitate is isolated by filtration and dried, af... Reactants: N1[C@H](C(=O)O)CSC1 (L-thioproline), CCOCC (ether), C(C1=CC=CC=C1)OC(=O)Cl (benzyloxycarbonyl chloride), 4-N. The solvent is 2-N, [OH-].[Na+] (NaOH), [OH-].[Na+] (NaOH). Conditions: time 2 hour. Product: C(C1=CC=CC=C1)OC(=O)N1[C@H](C(=O)O)CSC1 (N-benzyloxycarbonyl-L-thioproline). RXN SMILES: [NH:1]1[CH2:8][S:7][CH2:6][C@H:2]1[C:3]([OH:5])=[O:4].CCOCC.[CH2:14]([O:21][C:22](Cl)=[O:23])[C:15]1[CH:20]=[CH:19][CH:18]=[CH:17][CH:16]=1>[OH-].[Na+]>[CH2:14]([O:21][C:22]([N:1]1[CH2:8][S:7][CH2:6][C@H:2]1[C:3]([OH:5])=[O:4])=[O:23])[C:15]1[CH:20]=[CH:19][CH:18]=[CH:17][CH:16]=1 |f:3.4|. Reported procedure: In 94 ml of 2-N NaOH was dissolved 25 g of L-thioproline, and 20 ml of ether was added to the solution under agitation and ice-cooling. To this solution under agitation were added dropwise 38 ml of benzyloxycarbonyl chloride and 70 ml of 4-N NaOH at the same time in 30 minutes. The mixture was stirred for 2 hours at room temperature, washed with 100 ml of ether and treated with 6-N HCl to adjust pH to 2. The mixture was extracted with 200 ml and 100 ml of ethyl acetate and the ethyl acetate phas... Reactants: ClC=1C(=NC=NC1Cl)N (5,6-dichloropyrimidin-4-amine), OCC1CCN(CC1)C(=O)OC(C)(C)C (tert-butyl 4-(hydroxymethyl)piperidine-1-carboxylate), O(C1=CC=CC=C1)C1=CC=C(C=C1)B(O)O ((4-phenoxyphenyl)boronic acid), C(C#CC)(=O)O (but-2-ynoic acid). Reagents/catalysts: [Pd].CC(=O)[O-].CC(=O)[O-].[Pb+2] (Lindlar's catalyst). The product is NC1=C(C(=NC=N1)OCC1CCN(CC1)C(\C=C/C)=O)C1=CC=C(C=C1)OC1=CC=CC=C1 ((Z)-1-(4-(((6-amino-5-(4-phenoxyphenyl)pyrimidin-4-yl)oxy)methyl)piperidin-1-yl)but-2-en-1-one). RXN SMILES: Cl[C:2]1[C:3]([NH2:9])=[N:4][CH:5]=[N:6][C:7]=1Cl.[OH:10][CH2:11][CH:12]1[CH2:17][CH2:16][N:15]([C:18]([O:20]C(C)(C)C)=O)[CH2:14][CH2:13]1.[O:25]([C:32]1[CH:37]=[CH:36][C:35](B(O)O)=[CH:34][CH:33]=1)[C:26]1[CH:31]=[CH:30][CH:29]=[CH:28][CH:27]=1.[C:41](O)(=O)[C:42]#[C:43]C>[Pd].CC([O-])=O.CC([O-])=O.[Pb+2]>[NH2:9][C:3]1[N:4]=[CH:5][N:6]=[C:7]([O:10][CH2:11][CH:12]2[CH2:13][CH2:14][N:15]([C:18](=[O:20])/[CH:41]=[CH:42]\[CH3:43])[CH2:16][CH2:17]2)[C:2]=1[C:29]1[CH:30]=[CH:31][C:26]([O:25][C:32]2[CH:37]=[CH:36][CH:35]=[CH:34][CH:33]=2)=[CH:27][CH:28]=1 |f:4.5.6.7|. Reported procedure: (Z)-1-(4-(((6-amino-5-(4-phenoxyphenyl)pyrimidin-4-yl)oxy)methyl)piperidin-1-yl)but-2-en-1-one was prepared from 5,6-dichloropyrimidin-4-amine, tert-butyl 4-(hydroxymethyl)piperidine-1-carboxylate, (4-phenoxyphenyl)boronic acid, and but-2-ynoic acid using methods A, C, D, E, and hydrogenation using Lindlar's catalyst. HPLC purity: 100%. MS: m/z=445 [M+H]+. Starting materials: Cl (HCl), ClC=1C(=C(C=CC1)[C@H]1[C@@H](N[C@H]([C@]1(C#N)C1=C(C=C(C=C1)Cl)F)CC(C)(C)C)C(=O)NC1=CC2=C(NC(=N2)C(=O)OC)C=C1)F (methyl 5-((2R,3S,4R,5S)-3-(3-chloro-2-fluorophenyl)-4-(4-chloro-2-fluorophenyl)-4-cyano-5-neopentylpyrrolidine-2-carboxamido)-1H-benzo[d]imidazole-2-carboxylate), O.[OH-].[Li+] (LITHIUM HYDROXIDE MONOHYDRATE). Solvent: C1CCOC1 (THF), O (water). Reaction conditions: time 8 hour. The product is ClC=1C(=C(C=CC1)[C@H]1[C@@H](N[C@H]([C@]1(C#N)C1=C(C=C(C=C1)Cl)F)CC(C)(C)C)C(=O)NC1=CC2=C(NC(=N2)C(=O)O)C=C1)F (5-((2R,3S,4R,5S)-3-(3-chloro-2-fluorophenyl)-4-(4-chloro-2-fluorophenyl)-4-cyano-5-neopentylpyrrolidine-2-carboxamido)-1H-benzo[d]imidazole-2-carboxylic acid). Isolated yield 43.6%. Reaction SMILES: [Cl:1][C:2]1[C:3]([F:44])=[C:4]([C@@H:8]2[C@:12]([C:15]3[CH:20]=[CH:19][C:18]([Cl:21])=[CH:17][C:16]=3[F:22])([C:13]#[N:14])[C@H:11]([CH2:23][C:24]([CH3:27])([CH3:26])[CH3:25])[NH:10][C@H:9]2[C:28]([NH:30][C:31]2[CH:43]=[CH:42][C:34]3[NH:35][C:36]([C:38]([O:40]C)=[O:39])=[N:37][C:33]=3[CH:32]=2)=[O:29])[CH:5]=[CH:6][CH:7]=1.O.[OH-].[Li+].Cl>C1COCC1.O>[Cl:1][C:2]1[C:3]([F:44])=[C:4]([C@@H:8]2[C@:12]([C:15]3[CH:20]=[CH:19][C:18]([Cl:21])=[CH:17][C:16]=3[F:22])([C:13]#[N:14])[C@H:11]([CH2:23][C:24]([CH3:27])([CH3:25])[CH3:26])[NH:10][C@H:9]2[C:28]([NH:30][C:31]2[CH:43]=[CH:42][C:34]3[NH:35][C:36]([C:38]([OH:40])=[O:39])=[N:37][C:33]=3[CH:32]=2)=[O:29])[CH:5]=[CH:6][CH:7]=1 |f:1.2.3|. Procedure details: A solution of chiral methyl 5-((2R,3S,4R,5S)-3-(3-chloro-2-fluorophenyl)-4-(4-chloro-2-fluorophenyl)-4-cyano-5-neopentylpyrrolidine-2-carboxamido)-1H-benzo[d]imidazole-2-carboxylate (84.4 mg, mmol) in THF (6 ml) was reacted with LITHIUM HYDROXIDE MONOHYDRATE (22.9 mg, 0.545 mmol) in water (3 ml) and stirred at rt overnight. The reaction mixture was treated with 1 N HCl (0.37 ml, pH 3-4) and extracted with ethyl acetate. The organic extract was washed with water and brine, dried with sodium sulfa... Reactants: NC1=C(C(=CC(=C1)Br)Br)O (2-amino-4,6-dibromo-phenol), C(C)(=O)OC(C)=O (acetic anhydride). The product is C(C)(=O)NC1=C(C(=CC(=C1)Br)Br)O (2-acetylamino-4,6-dibromo-phenol). Reaction SMILES: [NH2:1][C:2]1[CH:7]=[C:6]([Br:8])[CH:5]=[C:4]([Br:9])[C:3]=1[OH:10].[C:11](OC(=O)C)(=[O:13])[CH3:12]>>[C:11]([NH:1][C:2]1[CH:7]=[C:6]([Br:8])[CH:5]=[C:4]([Br:9])[C:3]=1[OH:10])(=[O:13])[CH3:12]. Procedure: 44.2 g. of 2-amino-4,6-dibromo-phenol were processed with 85.5 ml. of acetic anhydride keeping the temperature under 50° C. By cooling, the 2-acetylamino-4,6-dibromo-phenol separated; it was collected on a filter and crystallized from ethyl alcohol. 30 g. of pure product were obtained. M.P. = 175°-176° C. Reactants: Cl.ClCC1=NC2=CC=CC=C2C=C1 (2(chloromethyl)quinoline monohydrochloride), C(C)(=O)NC(C(=O)OCC)C(=O)OCC (diethyl acetamidomalonate), C[O-].[Na+] (sodium methoxide). Solvent: CCO (EtOH). Product: N1=C(C=CC2=CC=CC=C12)CCC(=O)NC(C(=O)OC)C(=O)OC (Dimethyl (2-quinolylmethyl)acetamidomalonate). Isolated yield 107.4%. Reaction SMILES: Cl.Cl[CH2:3][C:4]1[CH:13]=[CH:12][C:11]2[C:6](=[CH:7][CH:8]=[CH:9][CH:10]=2)[N:5]=1.[C:14]([NH:17][CH:18]([C:24]([O:26][CH2:27]C)=[O:25])[C:19]([O:21][CH2:22]C)=[O:20])(=[O:16])[CH3:15].C[O-].[Na+]>CCO>[N:5]1[C:6]2[C:11](=[CH:10][CH:9]=[CH:8][CH:7]=2)[CH:12]=[CH:13][C:4]=1[CH2:3][CH2:15][C:14]([NH:17][CH:18]([C:24]([O:26][CH3:27])=[O:25])[C:19]([O:21][CH3:22])=[O:20])=[O:16] |f:0.1,3.4|. Procedure: To a solution of 2(chloromethyl)quinoline monohydrochloride (5.0 g, 23.4 mmol) and diethyl acetamidomalonate (10.1 g, 46.7 mmol) in EtOH (60 mL) was added sodium methoxide (3.78 g, 70 mmol). The reaction mixture was heated at reflux for 6 h. The reaction mixture was cooled, filtered, and concentrated. The residue was dissolved in EtOAc (400 mL) and extracted with cold 4NHCl (3×150 mL). The aqueous layer was neutralized with 10N NaOH and extracted with EtOAc (3×200 mL). The combined organic extra...